The task is: describe an organic reaction: reactants, conditions, products, and yield. This data is from the Open Reaction Database (ORD), a public repository of structured organic reaction records. Reactants: CN, CO, CCn1c(=O)n(C(CCCl)c2ccccc2)c2ccccc21, [I-], [K+]. The product is CCn1c(=O)n(C(CCNC)c2ccccc2)c2ccccc21. Reaction SMILES: [CH3:25][NH2:26].[CH3:27][OH:28].[Cl:1][CH2:2][CH2:3][CH:4]([c:5]1[cH:6][cH:7][cH:8][cH:9][cH:10]1)[n:11]1[c:12](=[O:22])[n:13]([CH2:20][CH3:21])[c:14]2[c:15]1[cH:16][cH:17][cH:18][cH:19]2.[I-:24].[K+:23]>>[CH2:2]([CH2:3][CH:4]([c:5]1[cH:6][cH:7][cH:8][cH:9][cH:10]1)[n:11]1[c:12](=[O:22])[n:13]([CH2:20][CH3:21])[c:14]2[c:15]1[cH:16][cH:17][cH:18][cH:19]2)[NH:26][CH3:25]. The reactants are COC(C1=C(C=C(C=C1)C1CC1)Cl)=O (2-chloro-4-cyclopropyl-benzoic acid methyl ester), COCCO[AlH2-]OCCOC.[Na+] (Red-Al), CN1CCNCC1 (1-methylpiperazine), O (water). Run in C1(=CC=CC=C1)C (toluene), C1(=CC=CC=C1)C (toluene), C1(=CC=CC=C1)C (toluene). Run at temperature -10 celsius, time 30 minute. The product is ClC1=C(C=O)C=CC(=C1)C1CC1 (2-chloro-4-cyclopropyl-benzaldehyde). As a reaction SMILES: COCCO[AlH2-]OCCOC.[Na+].CN1CCNCC1.C[O:21][C:22](=O)[C:23]1[CH:28]=[CH:27][C:26]([CH:29]2[CH2:31][CH2:30]2)=[CH:25][C:24]=1[Cl:32].O>C1(C)C=CC=CC=1>[Cl:32][C:24]1[CH:25]=[C:26]([CH:29]2[CH2:30][CH2:31]2)[CH:27]=[CH:28][C:23]=1[CH:22]=[O:21] |f:0.1|. Procedure details: To a solution of 7.01 ml Red-Al 13.5 M (24.54 mmol) in toluene was added at 0° C. a solution of 3.0 ml 1-methylpiperazine (26.89 mmol) in 16 ml toluene over 30 min. The resulting solution was then added dropwise over 40 min to 1.1 g of 2-chloro-4-cyclopropyl-benzoic acid methyl ester (5.2 mmol) in 32 ml toluene between −5° C. and 0° C. After stirring for 30 min at this temperature, the reaction mixture was cooled to −10° C. and treated dropwise with 30 ml water. The mixture was then filtered, di... Starting materials: ClC(Cl)(Cl)Cl, COC(=O)c1ccc2cc(C(C)(O)c3cccnc3)ccc2c1, c1ccc(P(c2ccccc2)c2ccccc2)cc1. Product: C=C(c1cccnc1)c1ccc2cc(C(=O)OC)ccc2c1. Reaction SMILES: [Cl:43][C:44]([Cl:45])([Cl:46])[Cl:47].[OH:1][C:2]([CH3:3])([c:4]1[cH:5][n:6][cH:7][cH:8][cH:9]1)[c:10]1[cH:11][c:12]2[cH:13][cH:14][c:15]([C:20](=[O:21])[O:22][CH3:23])[cH:16][c:17]2[cH:18][cH:19]1.[c:24]1([P:25]([c:26]2[cH:27][cH:28][cH:29][cH:30][cH:31]2)[c:32]2[cH:33][cH:34][cH:35][cH:36][cH:37]2)[cH:38][cH:39][cH:40][cH:41][cH:42]1>>[C:2](=[CH2:3])([c:4]1[cH:5][n:6][cH:7][cH:8][cH:9]1)[c:10]1[cH:11][c:12]2[cH:13][cH:14][c:15]([C:20](=[O:21])[O:22][CH3:23])[cH:16][c:17]2[cH:18][cH:19]1. Reactants: Oc1cc(Br)c2cnccc2c1, Cc1ccccc1, OCc1ccccc1, c1ccc(P(c2ccccc2)c2ccccc2)cc1. Product: Brc1cc(OCc2ccccc2)cc2ccncc12. As a reaction SMILES: [Br:28][c:29]1[cH:30][c:31]([OH:39])[cH:32][c:33]2[cH:34][cH:35][n:36][cH:37][c:38]12.[CH3:40][c:41]1[cH:42][cH:43][cH:44][cH:45][cH:46]1.[OH:1][CH2:2][c:3]1[cH:4][cH:5][cH:6][cH:7][cH:8]1.[c:9]1([P:10]([c:11]2[cH:12][cH:13][cH:14][cH:15][cH:16]2)[c:17]2[cH:18][cH:19][cH:20][cH:21][cH:22]2)[cH:23][cH:24][cH:25][cH:26][cH:27]1>>[O:1]([CH2:2][c:3]1[cH:4][cH:5][cH:6][cH:7][cH:8]1)[c:31]1[cH:30][c:29]([Br:28])[c:38]2[c:33]([cH:32]1)[cH:34][cH:35][n:36][cH:37]2. The reactants are O=C([O-])[O-], CC#N, O=C(CCl)Nc1ccc(Oc2ccc3c(c2)CCC(c2ccccc2)O3)nc1, [K+], [K+], O, c1ccc(N2CCNCC2)cc1. The product is O=C(CN1CCN(c2ccccc2)CC1)Nc1ccc(Oc2ccc3c(c2)CCC(c2ccccc2)O3)nc1. Reaction SMILES: [C:29](=[O:30])([O-:31])[O-:32].[CH3:48][C:49]#[N:50].[Cl:1][CH2:2][C:3](=[O:4])[NH:5][c:6]1[cH:7][n:8][c:9]([O:12][c:13]2[cH:14][c:15]3[c:20]([cH:21][cH:22]2)[O:19][CH:18]([c:23]2[cH:24][cH:25][cH:26][cH:27][cH:28]2)[CH2:17][CH2:16]3)[cH:10][cH:11]1.[K+:33].[K+:34].[OH2:47].[c:35]1([N:41]2[CH2:42][CH2:43][NH:44][CH2:45][CH2:46]2)[cH:36][cH:37][cH:38][cH:39][cH:40]1>>[CH2:2]([C:3](=[O:4])[NH:5][c:6]1[cH:7][n:8][c:9]([O:12][c:13]2[cH:14][c:15]3[c:20]([cH:21][cH:22]2)[O:19][CH:18]([c:23]2[cH:24][cH:25][cH:26][cH:27][cH:28]2)[CH2:17][CH2:16]3)[cH:10][cH:11]1)[N:44]1[CH2:43][CH2:42][N:41]([c:35]2[cH:36][cH:37][cH:38][cH:39][cH:40]2)[CH2:46][CH2:45]1. Starting materials: IC1=CC2=C(NCCN2)N=C1 (7-Iodo-1,2,3,4-tetrahydropyrido[2,3-b]pyrazine), C1(=CC=CC=C1)CC(=O)Cl (phenyl acetyl chloride). Yields the product IC1=CC2=C(NCCN2C(CC2=CC=CC=C2)=O)N=C1 (1-(7-Iodo-3,4-dihydro-2H-pyrido[2,3-b]pyrazin-1-yl)-2-phenylethanone). Yield: 31.0%. Reaction SMILES: [I:1][C:2]1[CH:11]=[N:10][C:5]2[NH:6][CH2:7][CH2:8][NH:9][C:4]=2[CH:3]=1.[C:12]1([CH2:18][C:19](Cl)=[O:20])[CH:17]=[CH:16][CH:15]=[CH:14][CH:13]=1>>[I:1][C:2]1[CH:11]=[N:10][C:5]2[NH:6][CH2:7][CH2:8][N:9]([C:19](=[O:20])[CH2:18][C:12]3[CH:17]=[CH:16][CH:15]=[CH:14][CH:13]=3)[C:4]=2[CH:3]=1. Reported procedure: 7-Iodo-1,2,3,4-tetrahydropyrido[2,3-b]pyrazine (300 mg) was reacted with phenyl acetyl chloride as in General Procedure 2 to give the title compound as a pale yellow foam (31% yield). M.p. (foam), LCMS: m/z=379.86 (M+H+), 1H-NMR (CDCl3, 400 MHz) δ 3.32-3.45 (m, 2H), 3.75-3.85 (m, 2H), 3.87 (s, 2H), 5.25 (bs, 1H), 7.21-7.38 (m, 5H), 8.01 (s, 1H).